From a dataset of the Open Reaction Database (ORD), a public repository of structured organic reaction records. describe an organic reaction: reactants, conditions, products, and yield The reactants are C1CCNCC1, O=C(O)C(F)(F)F, CN(C)C=O, Cc1cc(Nc2nccc(C(F)(F)F)n2)cc(-c2cnc(C3(O)CCC(NC(=O)OC4c5ccccc5-c5ccccc54)(C(=O)O)CC3)s2)c1. Product: Cc1cc(Nc2nccc(C(F)(F)F)n2)cc(-c2cnc(C3(O)CCC(N)(C(=O)O)CC3)s2)c1. As a reaction SMILES: [CH2:51]1[CH2:52][CH2:53][NH:54][CH2:55][CH2:56]1.[F:57][C:58]([F:59])([F:60])[C:61]([OH:62])=[O:63].[O:64]=[CH:65][N:66]([CH3:67])[CH3:68].[cH:1]1[c:2]2[c:13]([cH:14][cH:15][cH:16]1)-[c:8]1[c:7]([cH:12][cH:11][cH:10][cH:9]1)[CH:3]2[O:4][C:5](=[O:6])[NH:17][C:18]1([C:48](=[O:49])[OH:50])[CH2:19][CH2:20][C:21]([c:24]2[s:25][c:26](-[c:29]3[cH:30][c:31]([CH3:46])[cH:32][c:33]([NH:35][c:36]4[n:37][cH:38][cH:39][c:40]([C:42]([F:43])([F:44])[F:45])[n:41]4)[cH:34]3)[cH:27][n:28]2)([OH:47])[CH2:22][CH2:23]1>>[NH2:17][C:18]1([C:48](=[O:49])[OH:50])[CH2:19][CH2:20][C:21]([c:24]2[s:25][c:26](-[c:29]3[cH:30][c:31]([CH3:46])[cH:32][c:33]([NH:35][c:36]4[n:37][cH:38][cH:39][c:40]([C:42]([F:43])([F:44])[F:45])[n:41]4)[cH:34]3)[cH:27][n:28]2)([OH:47])[CH2:22][CH2:23]1.